From a dataset of the Open Reaction Database (ORD), a public repository of structured organic reaction records. describe an organic reaction: reactants, conditions, products, and yield Reactants: O.Cl.C(C1=CC=CC=C1)(=N)N (benzamidine hydrochloride hydrate), [Na] (sodium), COC(C(=CO)C(OC)OC)=O (2-dimethoxymethyl-3-hydroxy-acrylic acid methyl ester), O (water), O (water). Solvent: CN(C)C=O (DMF). Reaction conditions: temperature 100 celsius. Product: COC(=O)C=1C=NC(=NC1)C1=CC=CC=C1 (2-phenyl-pyrimidine-5-carboxylic acid methyl ester). Isolated yield 74.7%. RXN SMILES: O.Cl.[C:3]([NH2:11])(=[NH:10])[C:4]1[CH:9]=[CH:8][CH:7]=[CH:6][CH:5]=1.[Na].[CH3:13][O:14][C:15](=[O:24])[C:16]([CH:19](OC)OC)=[CH:17]O.O>CN(C=O)C>[CH3:13][O:14][C:15]([C:16]1[CH:17]=[N:10][C:3]([C:4]2[CH:9]=[CH:8][CH:7]=[CH:6][CH:5]=2)=[N:11][CH:19]=1)=[O:24] |f:0.1.2,^1:11|. Procedure: To a solution of benzamidine hydrochloride hydrate (2 mmol) in anhydrous DMF (4 mL) is added sodium salt of 2-dimethoxymethyl-3-hydroxy-acrylic acid methyl ester (0.46 g, 2.32 mmol) and the reaction mixture heated at 100° C. under N2 for 1 hour. The reaction is cooled to room temperature and water (15 mL) is added. After addition of water, immediate precipitation of the product is observed. The solids are collected by filtration, washed with water (2.5 mL) and vacuum dried to yield 2-phenyl-pyri... Reported procedure: To a round bottom flask equipped with a magnetic stir bar was added 4-chloro-1H-pyrazolo[3,4-d]pyrimidine (2.0 g, 12.9 mmol, 1.0 eq.) and ethyl acetate. The mixture was heated to 50° C. After 10 minutes p-toluenesulfonic acid (50 mg) was added, followed by the addition of 2,3-dihydropurane (1.09 g, 15.5 mmol, 1.2 eq). The resulting reaction mixture was heated at 50° C. with stirring for 1 hour and was then cooled to room temperature at which time aqueous ammonia was added. After 5 minutes the or... Conditions: temperature 50 celsius, time 1 hour. Reaction SMILES: [Cl:1][C:2]1[N:7]=[CH:6][N:5]=[C:4]2[NH:8][N:9]=[CH:10][C:3]=12.[C:11]1(C)C=[CH:15][C:14](S(O)(=O)=O)=[CH:13][CH:12]=1.N.C(OCC)(=[O:25])C>>[Cl:1][C:2]1[N:7]=[CH:6][N:5]=[C:4]2[N:8]([CH:15]3[CH2:14][CH2:13][CH2:12][CH2:11][O:25]3)[N:9]=[CH:10][C:3]=12. Yields the product ClC1=C2C(=NC=N1)N(N=C2)C2OCCCC2 (4-chloro-1-(tetrahydro-pyran-2-yl)-1H-pyrazolo[3,4-d]pyrimidine). Reactants: C1(=CC=C(C=C1)S(=O)(=O)O)C (p-toluenesulfonic acid), ClC1=C2C(=NC=N1)NN=C2 (4-chloro-1H-pyrazolo[3,4-d]pyrimidine), C(C)(=O)OCC (ethyl acetate), N (ammonia). The yield is 77.0%. RXN SMILES: [C:8]([CH3:9])([CH3:10])([CH3:11])[O:12][C:13](=[O:14])[N:15]([CH2:16][c:17]1[c:18]([F:26])[cH:19][cH:20][c:21]([N+:23](=[O:24])[O-:25])[cH:22]1)[C:27](=[O:28])[O:29][C:30]([CH3:31])([CH3:32])[CH3:33].[CH3:35][S:36](=[O:37])[CH3:38].[H-:6].[Na+:7].[OH2:34].[nH:1]1[n:2][cH:3][cH:4][cH:5]1>>[n:1]1(-[c:18]2[c:17]([CH2:16][N:15]([C:13]([O:12][C:8]([CH3:9])([CH3:10])[CH3:11])=[O:14])[C:27](=[O:28])[O:29][C:30]([CH3:31])([CH3:32])[CH3:33])[cH:22][c:21]([N+:23](=[O:24])[O-:25])[cH:20][cH:19]2)[n:2][cH:3][cH:4][cH:5]1. Starting materials: CC(C)(C)OC(=O)N(Cc1cc([N+](=O)[O-])ccc1F)C(=O)OC(C)(C)C, CS(C)=O, [H-], [Na+], O, c1cn[nH]c1. Yields the product CC(C)(C)OC(=O)N(Cc1cc([N+](=O)[O-])ccc1-n1cccn1)C(=O)OC(C)(C)C.